From a dataset of the Open Reaction Database (ORD), a public repository of structured organic reaction records. describe an organic reaction: reactants, conditions, products, and yield The reactants are ClC1=C(CSC=2N(C(=CN2)C(C)(C)C2=CC(=C(C=C2)Cl)Cl)C2=CC=C(C=C2)F)C(=CC=C1)F (2-(2-chloro-6-fluorobenzylthio)-5-(2-(3,4-dichlorophenyl)propan-2-yl)-1-(4-fluorophenyl)-1H-imidazole), C([O-])([O-])=O.[Na+].[Na+] (sodium carbonate), O (H2O), BrBr (bromine). Run in C(Cl)Cl (DCM), C(Cl)Cl (DCM). Conditions: time 3 hour. The product is BrC=1N=C(N(C1C(C)(C)C1=CC(=C(C=C1)Cl)Cl)C1=CC=C(C=C1)F)SCC1=C(C=CC=C1F)Cl (4-Bromo-2-(2-chloro-6-fluorobenzylthio)-5-(2-(3,4-dichlorophenyl)propan-2-yl)-1-(4-fluorophenyl)-1H-imidazole). Isolated yield 88.9%. As a reaction SMILES: [Cl:1][C:2]1[CH:32]=[CH:31][CH:30]=[C:29]([F:33])[C:3]=1[CH2:4][S:5][C:6]1[N:7]([C:22]2[CH:27]=[CH:26][C:25]([F:28])=[CH:24][CH:23]=2)[C:8]([C:11]([C:14]2[CH:19]=[CH:18][C:17]([Cl:20])=[C:16]([Cl:21])[CH:15]=2)([CH3:13])[CH3:12])=[CH:9][N:10]=1.C(=O)([O-])[O-].[Na+].[Na+].O.[Br:41]Br>C(Cl)Cl>[Br:41][C:9]1[N:10]=[C:6]([S:5][CH2:4][C:3]2[C:29]([F:33])=[CH:30][CH:31]=[CH:32][C:2]=2[Cl:1])[N:7]([C:22]2[CH:27]=[CH:26][C:25]([F:28])=[CH:24][CH:23]=2)[C:8]=1[C:11]([C:14]1[CH:19]=[CH:18][C:17]([Cl:20])=[C:16]([Cl:21])[CH:15]=1)([CH3:13])[CH3:12] |f:1.2.3|. Reported procedure: To a solution of 2-(2-chloro-6-fluorobenzylthio)-5-(2-(3,4-dichlorophenyl)propan-2-yl)-1-(4-fluorophenyl)-1H-imidazole (950 mg, 1.81 mmol) and sodium carbonate (634 mg, 5.98 mmol) in DCM:H2O (5 mL:5 mL) was added bromine (0.1 mL, 2.00 mmol) dropwise at 0° C. The resulting mixture was stirred for 3 h and diluted with DCM (15 mL). The organic layer was washed with H2O and brine, dried over MgSO4, and concentrated in vacuo. The crude material was purified with flash chromatography to afford the tit... Reactants: OC(c1ccc(Cl)cc1)c1ccc(Br)cc1, Cc1ccccc1, O, O=C1c2ccccc2C(=O)N1CCO, Cc1ccc(S(=O)(=O)O)cc1. The product is O=C1c2ccccc2C(=O)N1CCOC(c1ccc(Cl)cc1)c1ccc(Br)cc1. Reaction SMILES: [Br:1][c:2]1[cH:3][cH:4][c:5]([CH:8]([OH:9])[c:10]2[cH:11][cH:12][c:13]([Cl:16])[cH:14][cH:15]2)[cH:6][cH:7]1.[CH3:43][c:44]1[cH:45][cH:46][cH:47][cH:48][cH:49]1.[OH2:31].[OH:17][CH2:18][CH2:19][N:20]1[C:21](=[O:30])[c:22]2[c:23]([cH:26][cH:27][cH:28][cH:29]2)[C:24]1=[O:25].[c:32]1([CH3:33])[cH:34][cH:35][c:36]([S:37]([OH:38])(=[O:39])=[O:40])[cH:41][cH:42]1>>[Br:1][c:2]1[cH:3][cH:4][c:5]([CH:8]([O:9][CH2:18][CH2:19][N:20]2[C:21](=[O:30])[c:22]3[c:23]([cH:26][cH:27][cH:28][cH:29]3)[C:24]2=[O:25])[c:10]2[cH:11][cH:12][c:13]([Cl:16])[cH:14][cH:15]2)[cH:6][cH:7]1. The reactants are ClC(Cl)(OC(OC(Cl)(Cl)Cl)=O)Cl (triphosgene), NC(C(=O)NC=1SC(=C(N1)C(F)(F)F)C(C1=CC=C(C=C1)F)=O)(C)C (2-Amino-N-[5-(4-fluoro-benzoyl)-4-trifluoromethyl-thiazol-2-yl]-2-methyl-propionamide), C(=O)([O-])[O-].[K+].[K+] (K2CO3), C1CNCCOC1.Cl (Homomorpholine HCl). The solvent is O (water), ClCCl (dichloromethane), N1=CC=CC=C1 (pyridine). Conditions: time 1 hour. The product is FC1=CC=C(C(=O)C2=C(N=C(S2)NC(=O)C(C)(C)NC(=O)N2CCOCCC2)C(F)(F)F)C=C1 ([1,4]Oxazepane-4-carboxylic acid {1-[5-(4-fluoro-benzoyl)-4-trifluoromethyl-thiazol-2-ylcarbamoyl]-1-methyl-ethyl}-amide). RXN SMILES: Cl[C:2](Cl)([O:4]C(=O)OC(Cl)(Cl)Cl)Cl.[NH2:13][C:14]([CH3:37])([CH3:36])[C:15]([NH:17][C:18]1[S:19][C:20]([C:27](=[O:35])[C:28]2[CH:33]=[CH:32][C:31]([F:34])=[CH:30][CH:29]=2)=[C:21]([C:23]([F:26])([F:25])[F:24])[N:22]=1)=[O:16].C([O-])([O-])=O.[K+].[K+].[CH2:44]1[CH2:50][O:49][CH2:48][CH2:47][NH:46][CH2:45]1.Cl>O.ClCCl.N1C=CC=CC=1>[F:34][C:31]1[CH:32]=[CH:33][C:28]([C:27]([C:20]2[S:19][C:18]([NH:17][C:15]([C:14]([NH:13][C:2]([N:46]3[CH2:45][CH2:44][CH2:50][O:49][CH2:48][CH2:47]3)=[O:4])([CH3:37])[CH3:36])=[O:16])=[N:22][C:21]=2[C:23]([F:25])([F:26])[F:24])=[O:35])=[CH:29][CH:30]=1 |f:2.3.4,5.6|. Reported procedure: A mixture of triphosgene (79 mg, 0.27 mmol) and 2-Amino-N-[5-(4-fluoro-benzoyl)-4-trifluoromethyl-thiazol-2-yl]-2-methyl-propionamide (100 mg, 0.266 mmol), K2CO3 (147 mg, 1.07 mmol) in water (3 mL) and dichloromethane (3 mL) was stirred at RT for 1 h, and water layer was separated, and dichloromethane layer was dried over Na2SO4 and concentrated to give the crude intermediate, which was taken up in pyridine (10 mL). Homomorpholine HCl salt (269 mg, 2.66 mmol) was basified by partitioning between... Reactants: CON(C(C1=CC(=C(C=C1)C(F)(F)F)OCC(F)(F)F)=O)C (N-Methoxy-N-methyl-3-(2,2,2-trifluoro-ethoxy)-4-trifluoromethyl-benzamide), C[Mg]Br (methylmagnesium bromide), Cl (HCl). Run in CC(C)(C)OC (TBME), C1CCOC1 (THF). Reaction conditions: temperature 0 celsius, time 15 minute. Product: FC(COC=1C=C(C=CC1C(F)(F)F)C(C)=O)(F)F (1-[3-(2,2,2-Trifluoro-ethoxy)-4-trifluoromethyl-phenyl]-ethanone). RXN SMILES: CON(C)[C:4](=[O:21])[C:5]1[CH:10]=[CH:9][C:8]([C:11]([F:14])([F:13])[F:12])=[C:7]([O:15][CH2:16][C:17]([F:20])([F:19])[F:18])[CH:6]=1.[CH3:23][Mg]Br.Cl>C1COCC1.CC(OC)(C)C>[F:20][C:17]([F:18])([F:19])[CH2:16][O:15][C:7]1[CH:6]=[C:5]([C:4](=[O:21])[CH3:23])[CH:10]=[CH:9][C:8]=1[C:11]([F:12])([F:13])[F:14]. Procedure: To a solution of N-methoxy-N-methyl-3-(2,2,2-trifluoro-ethoxy)-4-trifluoromethyl-benzamide from step 7 (10.467 g, 32 mmol) in THF (100 mL) at −5° C. was added methylmagnesium bromide (3 M in Et2O, 21.1 mL, 64 mmol). The mixture was stirred at 0° C. for 15 min, then warmed up to 23° C., stirring was continued for further 1.5 h at 23° C. Cooled to 0° C., 1 N HCl (150 mL) was added drop wise, stirring was continued at 23° C. for 15 min, the mixture was diluted with TBME, the phases were separated, ... The reactants are COC(=O)C=1C=CC(=C(C1)O)[N+](=O)[O-] (5-methoxycarbonyl-2-nitrophenol), C([O-])([O-])=O.[K+].[K+] (potassium carbonate), ICC(=O)N (iodoacetamide). Yields the product C(N)(=O)COC1=C(C=CC(=C1)C(=O)OC)[N+](=O)[O-] (2-carbamoylmethoxy-4-(methoxycarbonyl)nitrobenzene). RXN SMILES: [CH3:1][O:2][C:3]([C:5]1[CH:6]=[CH:7][C:8]([N+:12]([O-:14])=[O:13])=[C:9]([OH:11])[CH:10]=1)=[O:4].C(=O)([O-])[O-].[K+].[K+].I[CH2:22][C:23]([NH2:25])=[O:24]>>[C:23]([CH2:22][O:11][C:9]1[CH:10]=[C:5]([C:3]([O:2][CH3:1])=[O:4])[CH:6]=[CH:7][C:8]=1[N+:12]([O-:14])=[O:13])(=[O:24])[NH2:25] |f:1.2.3|. Procedure: Reaction of 1.08 g of 5-methoxycarbonyl-2-nitrophenol, 1.82 g of potassium carbonate and 2.02 g of iodoacetamide gives 2-carbamoylmethoxy-4-(methoxycarbonyl)nitrobenzene of mp 138°-9° C.; Rf (O)=0.63; FAB-MS: (M+H)+ 255; anal. calc. for C10H10N2O6 : C47.25%, H3.97%, N11.02%; found C47.08%, H4.04%, N10.79%. Starting from 1.16 g of 2-carbamoylmethoxy-4-(methoxycarbonyl)nitrobenzene, 2-carbamoylmethoxy-4-(methoxycarbonyl)aniline of mp 178°-80° C.; Rf (O)=0.37; MS: M+ =224; anal, calc. for C10H12 N2... The reactants are O=C([O-])[O-], CC#CC(=O)OCC, CN(C)c1ccncc1, [K+], [K+], C1CCOC1, Oc1cccc2c1CCCC2. Yields the product CCOC(=O)C=C(C)Oc1cccc2c1CCCC2. Reaction SMILES: [C:20](=[O:21])([O-:22])[O-:23].[CH2:12]([CH3:13])[O:14][C:15]([C:16]#[C:17][CH3:18])=[O:19].[CH3:31][N:32]([CH3:33])[c:34]1[cH:35][cH:36][n:37][cH:38][cH:39]1.[K+:24].[K+:25].[O:26]1[CH2:27][CH2:28][CH2:29][CH2:30]1.[c:1]1([OH:11])[cH:2][cH:3][cH:4][c:5]2[c:10]1[CH2:9][CH2:8][CH2:7][CH2:6]2>>[c:1]1([O:11][C:17](=[CH:16][C:15]([O:14][CH2:12][CH3:13])=[O:19])[CH3:18])[cH:2][cH:3][cH:4][c:5]2[c:10]1[CH2:9][CH2:8][CH2:7][CH2:6]2.